This data is from the Open Reaction Database (ORD), a public repository of structured organic reaction records. The task is: describe an organic reaction: reactants, conditions, products, and yield Reactants: COC(=O)C(CC(C)C)OCc1ccccc1, CO, Cl, [Li+], [OH-], O, O, OO. Product: CC(C)CC(OCc1ccccc1)C(=O)O. Reaction SMILES: [CH3:1][O:2][C:3]([CH:4]([CH2:5][CH:6]([CH3:7])[CH3:8])[O:9][CH2:10][c:11]1[cH:12][cH:13][cH:14][cH:15][cH:16]1)=[O:17].[CH3:24][OH:25].[ClH:23].[Li+:19].[OH-:18].[OH2:20].[OH2:26].[OH:21][OH:22]>>[O:2]=[C:3]([CH:4]([CH2:5][CH:6]([CH3:7])[CH3:8])[O:9][CH2:10][c:11]1[cH:12][cH:13][cH:14][cH:15][cH:16]1)[OH:17]. Reactants: [Al+3], C1CCOC1, [Cl-], [H-], [H-], [H-], [H-], [Li+], [Li+], CCOC(=O)c1cnc2ccccc2c1-c1cccs1. Yields the product OCc1cnc2ccccc2c1-c1cccs1. RXN SMILES: [Al+3:2].[CH2:29]1[O:30][CH2:31][CH2:32][CH2:33]1.[Cl-:7].[H-:1].[H-:4].[H-:5].[H-:6].[Li+:3].[Li+:8].[s:9]1[c:10](-[c:14]2[c:15]([C:24](=[O:25])[O:26][CH2:27][CH3:28])[cH:16][n:17][c:18]3[cH:19][cH:20][cH:21][cH:22][c:23]23)[cH:11][cH:12][cH:13]1>>[s:9]1[c:10](-[c:14]2[c:15]([CH2:24][OH:25])[cH:16][n:17][c:18]3[cH:19][cH:20][cH:21][cH:22][c:23]23)[cH:11][cH:12][cH:13]1. The reactants are NC(=S)N (thiourea), Br (hydrobromic acid), BrBr (Bromine), C(C)(=O)NC1CCC(CC1)=O (4-acetamidocyclohexanone), BrBr (bromine). Run in O (water). Conditions: temperature 45 celsius. Yields the product NC=1SC2=C(N1)CCC(C2)N (2,6-diamino-4,5,6,7-tetrahydro-benzthiazole). RXN SMILES: BrBr.C([NH:6][CH:7]1[CH2:12][CH2:11][C:10](=O)[CH2:9][CH2:8]1)(=O)C.[NH2:14][C:15]([NH2:17])=[S:16].Br>O>[NH2:14][C:15]1[S:16][C:9]2[CH2:8][CH:7]([NH2:6])[CH2:12][CH2:11][C:10]=2[N:17]=1. Reported procedure: Bromine (112 g) was added dropwise to a solution of 4-acetamidocyclohexanone (100 g) in 500 ml water at room temperature. The mixture was warmed to approximately 45° C. and maintained at this temperature until the bromine colour had been lost. To this, thiourea (125 g) was added, and the mixture was heated to approximately 80° C. To this, aqueous hydrobromic acid (100 ml) was added, and the contents of the reaction vessel were refluxed. The contents were then cooled to approximately 10° C., and ... Starting materials: CCC(CC)(CC(=O)O)C(=O)O, CC(=O)Cl, CC(=O)[O-], COCCOC, Nc1cccc(C=Cc2nc(C3CCCCC3)cs2)c1, [Na+]. Product: CCC(CC)(CC(=O)Nc1cccc(C=Cc2nc(C3CCCCC3)cs2)c1)C(=O)O. RXN SMILES: [CH2:1]([CH3:2])[C:3]([C:4](=[O:5])[OH:6])([CH2:7][C:8](=[O:9])[OH:10])[CH2:11][CH3:12].[CH3:13][C:14](=[O:15])[Cl:16].[CH3:38][C:39](=[O:40])[O-:41].[CH3:42][O:43][CH2:44][CH2:45][O:46][CH3:47].[CH:17]1([c:23]2[n:24][c:25]([CH:28]=[CH:29][c:30]3[cH:31][c:32]([NH2:36])[cH:33][cH:34][cH:35]3)[s:26][cH:27]2)[CH2:18][CH2:19][CH2:20][CH2:21][CH2:22]1.[Na+:37]>>[CH2:1]([CH3:2])[C:3]([C:4](=[O:5])[OH:6])([CH2:7][C:8](=[O:10])[NH:36][c:32]1[cH:31][c:30]([CH:29]=[CH:28][c:25]2[n:24][c:23]([CH:17]3[CH2:18][CH2:19][CH2:20][CH2:21][CH2:22]3)[cH:27][s:26]2)[cH:35][cH:34][cH:33]1)[CH2:11][CH3:12]. Reactants: [BH3-]C#N, CO, CC(=O)O, NCc1ccc(F)cc1, [Na+], O=C1CCN(C(=O)OCc2ccccc2)CC1. The product is O=C(OCc1ccccc1)N1CCC(NCc2ccc(F)cc2)CC1. RXN SMILES: [C:27]([BH3-:28])#[N:29].[CH3:31][OH:32].[CH3:33][C:34](=[O:35])[OH:36].[F:1][c:2]1[cH:3][cH:4][c:5]([CH2:6][NH2:7])[cH:8][cH:9]1.[Na+:30].[O:10]=[C:11]1[CH2:12][CH2:13][N:14]([C:17](=[O:18])[O:19][CH2:20][c:21]2[cH:22][cH:23][cH:24][cH:25][cH:26]2)[CH2:15][CH2:16]1>>[F:1][c:2]1[cH:3][cH:4][c:5]([CH2:6][NH:7][CH:11]2[CH2:12][CH2:13][N:14]([C:17](=[O:18])[O:19][CH2:20][c:21]3[cH:22][cH:23][cH:24][cH:25][cH:26]3)[CH2:15][CH2:16]2)[cH:8][cH:9]1. Yields the product O=C(NCC1CC1)C1CC1. Reactants: CCN=C=NCCCN(C)C, CN(C)C=O, CCOC(C)=O, O=C(O)C1CC1, NCC1CC1, Cl, On1nnc2ccccc21. As a reaction SMILES: [CH3:13][N:14]([CH3:15])[CH2:16][CH2:17][CH2:18][N:19]=[C:20]=[N:21][CH2:22][CH3:23].[CH3:34][N:35]([CH3:36])[CH:37]=[O:38].[CH3:39][CH2:40][O:41][C:42](=[O:43])[CH3:44].[CH:1]1([C:4](=[O:5])[OH:6])[CH2:2][CH2:3]1.[CH:7]1([CH2:10][NH2:11])[CH2:8][CH2:9]1.[ClH:12].[OH:24][n:25]1[c:26]2[cH:27][cH:28][cH:29][cH:30][c:31]2[n:32][n:33]1>>[CH:1]1([C:4](=[O:6])[NH:11][CH2:10][CH:7]2[CH2:8][CH2:9]2)[CH2:2][CH2:3]1.